This data is from the Open Reaction Database (ORD), a public repository of structured organic reaction records. The task is: describe an organic reaction: reactants, conditions, products, and yield Starting materials: CC=1C=C(C=CC1C)NN=C1N=C(OC1=O)C1=CC=CC=C1 (4-(3,4-dimethylphenylhydrazono)-2-phenyl-oxazoline-5-one), Cl (hydrochloric acid), formula II, solution, [NH4+].[OH-] (NH4OH), O (water). Run in CC(=O)C (acetone). Yields the product CC=1C=C(C=CC1C)N1N=C(N=C1C1=CC=CC=C1)C(=O)N (1-(3,4-dimethylphenyl)-5-phenyl-1H-1,2,4-triazole-3-carboxamide). The yield is 76.9%. RXN SMILES: [CH3:1][C:2]1[CH:3]=[C:4]([NH:9][N:10]=[C:11]2[C:15](=O)[O:14][C:13]([C:17]3[CH:22]=[CH:21][CH:20]=[CH:19][CH:18]=3)=[N:12]2)[CH:5]=[CH:6][C:7]=1[CH3:8].[NH4+:23].[OH-].Cl.O>CC(C)=O>[CH3:1][C:2]1[CH:3]=[C:4]([N:9]2[C:13]([C:17]3[CH:22]=[CH:21][CH:20]=[CH:19][CH:18]=3)=[N:12][C:11]([C:15]([NH2:23])=[O:14])=[N:10]2)[CH:5]=[CH:6][C:7]=1[CH3:8] |f:1.2|. Procedure: Three grams (0.01 mole) of 4-(3,4-dimethylphenylhydrazono)-2-phenyl-oxazoline-5-one (R1 =3--CH3, R2 =4--CH3 and R3 =H in the formula II) was suspended in 16 ml of acetone. To the resulting suspension, 1.57 ml of 29% solution of NH4OH (0.013 mole) was added dropwise at room temperature. After refluxing for 25 minutes, heating was stopped and 1.57 ml of concentrated hydrochloric acid was added dropwise. The resulting mixture was again refluxed for 5 minutes. 42 ml of water was then added to the re... Procedure details: A solution of 0.50 g (0.50 mmol) of 4-nitrophenyl 2-[5′-(4-fluorophenyl)-3,4,5,6-tetrahydro-2H-[1,2′]bipyridinyl-4-yl]-ethylcarbamate, prepared in step 1.5., 0.128 g (0.99 mmol) of N,N-diisopropylethylamine, 0.030 g (0.25 mmol) of N,N-dimethylaminopyridine and 0.079 g (0.5 mmol) of [1,2,3]thiadiazol-4-ylmethanol (Acta Pharmaceutica Suecica (1973), 10(4), 285-96) in 5 mL of 1,2-dichloroethane is heated in a reactor tube at 80° C. for 12 hours. Starting materials: FC1=CC=C(C=C1)C=1C=CC(=NC1)N1CCC(CC1)CCNC(OC1=CC=C(C=C1)[N+](=O)[O-])=O (4-nitrophenyl 2-[5′-(4-fluorophenyl)-3,4,5,6-tetrahydro-2H-[1,2′]bipyridinyl-4-yl]-ethylcarbamate), C(C)(C)N(C(C)C)CC (N,N-diisopropylethylamine), N,N-dimethylaminopyridine, S1N=NC(=C1)CO ([1,2,3]thiadiazol-4-ylmethanol). Yields the product FC1=CC=C(C=C1)C=1C=CC(=NC1)N1CCC(CC1)CCNC(OCC=1N=NSC1)=O ([1,2,3]Thiadiazol-4-ylmethyl 2-[5′-(4-fluorophenyl)-3,4,5,6-tetrahydro-2H-[1,2′]bipyridinyl-4-yl]ethylcarbamate). Solvent: ClCCCl (1,2-dichloroethane). As a reaction SMILES: [F:1][C:2]1[CH:7]=[CH:6][C:5]([C:8]2[CH:9]=[CH:10][C:11]([N:14]3[CH2:19][CH2:18][CH:17]([CH2:20][CH2:21][NH:22][C:23](=[O:34])[O:24][C:25]4[CH:30]=[CH:29]C([N+]([O-])=O)=CC=4)[CH2:16][CH2:15]3)=[N:12][CH:13]=2)=[CH:4][CH:3]=1.C(N(CC)C(C)C)(C)C.[S:44]1C=C(CO)[N:46]=[N:45]1>ClCCCl>[F:1][C:2]1[CH:7]=[CH:6][C:5]([C:8]2[CH:9]=[CH:10][C:11]([N:14]3[CH2:19][CH2:18][CH:17]([CH2:20][CH2:21][NH:22][C:23](=[O:34])[O:24][CH2:25][C:30]4[N:46]=[N:45][S:44][CH:29]=4)[CH2:16][CH2:15]3)=[N:12][CH:13]=2)=[CH:4][CH:3]=1. The reactants are hydrochloride salt, CC1=CC=C(C=C1)S(=O)(=O)OCC1OC2=C(C1)C=C(C=C2C2=C(C=CC=C2Cl)Cl)F ([5-fluoro-7-(2,6-dichlorophenyl)-2,3-dihydro-1-benzofuran-2-yl]methyl 4-methylbenzenesulfonate), C1(CCC1)N (cyclobutylamine). Yields the product ClC1=C(C(=CC=C1)Cl)C1=CC(=CC=2CC(OC21)CNC2CCC2)F ((±)-N-{[7-(2,6-dichlorophenyl)-5-fluoro-2,3-dihydro-1-benzofuran-2-yl]methyl}cyclobutanamine). Reaction SMILES: CC1C=CC(S(O[CH2:12][CH:13]2[CH2:17][C:16]3[CH:18]=[C:19]([F:30])[CH:20]=[C:21]([C:22]4[C:27]([Cl:28])=[CH:26][CH:25]=[CH:24][C:23]=4[Cl:29])[C:15]=3[O:14]2)(=O)=O)=CC=1.[CH:31]1([NH2:35])[CH2:34][CH2:33][CH2:32]1>>[Cl:29][C:23]1[CH:24]=[CH:25][CH:26]=[C:27]([Cl:28])[C:22]=1[C:21]1[C:15]2[O:14][CH:13]([CH2:12][NH:35][CH:31]3[CH2:34][CH2:33][CH2:32]3)[CH2:17][C:16]=2[CH:18]=[C:19]([F:30])[CH:20]=1. Reported procedure: The title compound was prepared (0.074 g, 61%) following the general procedure of Example 390 as a white solid, hydrochloride salt from (±)-([5-fluoro-7-(2,6-dichlorophenyl)-2,3-dihydro-1-benzofuran-2-yl]methyl 4-methylbenzenesulfonate (0.14 g, 0.30 mmol) and cyclobutylamine (0.21 g, 3.0 mmol). mp 128-130° C.